This data is from the Open Reaction Database (ORD), a public repository of structured organic reaction records. The task is: describe an organic reaction: reactants, conditions, products, and yield Solvent: O (water). Run at temperature 165 celsius, time 3 hour. The yield is 22.1%. Procedure details: Conc. sulfuric acid (4.56 g; 1.5 equiv.) was added dropwise to a mixture of 3-(trifluoromethyl)aniline (5 g; 1 equiv.), glycerol (5.14 g; 1.8 equiv.) and iodine (150 mg). The resulting reaction mixture was stirred for 1 hour at 80-90° C. and for 3 hours at 160-170° C. When the conversion was complete, the reaction mixture was diluted at room temperature with 100 ml of water, neutralised with sodium carbonate and extracted 4× with 200 ml of dichloromethane. The combined organic phases were dried ... The reactants are C([O-])([O-])=O.[Na+].[Na+] (sodium carbonate), S(O)(O)(=O)=O (sulfuric acid), FC(C=1C=C(N)C=CC1)(F)F (3-(trifluoromethyl)aniline), OCC(O)CO (glycerol). The reagents and catalysts are II (iodine). As a reaction SMILES: S(=O)(=O)(O)O.[F:6][C:7]([F:16])([F:15])[C:8]1[CH:9]=[C:10]([CH:12]=[CH:13][CH:14]=1)[NH2:11].O[CH2:18][CH:19]([CH2:21]O)O.C(=O)([O-])[O-].[Na+].[Na+]>O.II>[F:6][C:7]([F:15])([F:16])[C:8]1[CH:9]=[C:10]2[C:12]([CH:18]=[CH:19][CH:21]=[N:11]2)=[CH:13][CH:14]=1 |f:3.4.5|. Product: FC(C1=CC=C2C=CC=NC2=C1)(F)F (7-(Trifluoromethyl)quinoline). RXN SMILES: [F:1][C:2]1[C:7]([NH:8][C:9]([NH2:11])=[S:10])=[CH:6][CH:5]=[CH:4][N:3]=1.Br.Br[CH2:14][C:15]([C:17]1[S:21][C:20]([NH:22][C:23](=[O:25])[CH3:24])=[N:19][C:18]=1[CH3:26])=O.O>CCO>[F:1][C:2]1[C:7]([NH:8][C:9]2[S:10][CH:14]=[C:15]([C:17]3[S:21][C:20]([NH:22][C:23](=[O:25])[CH3:24])=[N:19][C:18]=3[CH3:26])[N:11]=2)=[CH:6][CH:5]=[CH:4][N:3]=1 |f:1.2|. The reactants are Br.BrCC(=O)C1=C(N=C(S1)NC(C)=O)C (N-[5-(bromoacetyl)-4-methyl-1,3-thiazol-2-yl]acetamide, hydrobromide salt), Br.BrCC(=O)C1=C(N=C(S1)NC(C)=O)C (N-[5-(bromoacetyl)-4-methyl-1,3-thiazol-2-yl]acetamide, hydrobromide salt), TEA, FC1=NC=CC=C1NC(=S)N (N-(2-fluoropyridin-3-yl)thiourea), O (water). Isolated yield 57.0%. Reaction conditions: time 2 hour. Procedure details: According to the general procedure 1, N-(2-fluoropyridin-3-yl)thiourea (prepared from 3-amino-2-fluoropyridine (Asymchem), following procedure D) is added to a solution of N-[5-(bromoacetyl)-4-methyl-1,3-thiazol-2-yl]acetamide, hydrobromide salt (Intermediate 1) and TEA (3 eq) in EtOH. The mixture is stirred for 2 h at RT. After addition of water, the desired product is filtrated off and washed with water. N-{2-[(2-fluoropyridin-3-yl)amino]-4′-methyl-4,5′-bi-1,3-thiazol-2′-yl}acetamide is isolat... Product: FC1=NC=CC=C1NC=1SC=C(N1)C1=C(N=C(S1)NC(C)=O)C (N-{2-[(2-fluoropyridin-3-yl)amino]-4′-methyl-4,5′-bi-1,3-thiazol-2′-yl}acetamide), solid. The solvent is CCO (EtOH). Reactants: C(C)OC(C=C(C)C1=CC2=C(O1)C(=CC=C2)C2=C(C(=CC(=C2)C(C)C)C(C)C)OCCC)=O (3-[7-(2-propoxy-3,5-diisopropylphenyl)-benzo[b]furan-2-yl]-but-2-enoic acid ethyl ester), C1CCOC1 (THF), [Li+].[OH-] (LiOH). Solvent: CO (methanol). Yields the product C(CC)OC1=C(C=C(C=C1C(C)C)C(C)C)C1=CC=CC2=C1OC(=C2)C(=CC(=O)O)C (3-[7-(2-Propoxy-3,5-diisopropylphenyl)-benzo[b]furan-2-yl]-but-2-enoic acid). As a reaction SMILES: C([O:3][C:4](=[O:33])[CH:5]=[C:6]([C:8]1[O:12][C:11]2[C:13]([C:17]3[CH:22]=[C:21]([CH:23]([CH3:25])[CH3:24])[CH:20]=[C:19]([CH:26]([CH3:28])[CH3:27])[C:18]=3[O:29][CH2:30][CH2:31][CH3:32])=[CH:14][CH:15]=[CH:16][C:10]=2[CH:9]=1)[CH3:7])C.C1COCC1.[Li+].[OH-]>CO>[CH2:30]([O:29][C:18]1[C:19]([CH:26]([CH3:28])[CH3:27])=[CH:20][C:21]([CH:23]([CH3:24])[CH3:25])=[CH:22][C:17]=1[C:13]1[C:11]2[O:12][C:8]([C:6]([CH3:7])=[CH:5][C:4]([OH:33])=[O:3])=[CH:9][C:10]=2[CH:16]=[CH:15][CH:14]=1)[CH2:31][CH3:32] |f:2.3|. Reported procedure: A mixture of 0.450 mmol of 3-[7-(2-propoxy-3,5-diisopropylphenyl)-benzo[b]furan-2-yl]-but-2-enoic acid ethyl ester, 3 mL of THF, 3 mL of methanol and 1 mL of LiOH (2N aqueous) was refluxed for 2 hours. After cooling at room temperature, the mixture was acidified to pH=2 and extracted with ethyl acetate. The organic layer was dried over MgSO4 and after evaporation of the solvents, the crude acid was recrystallized from acetonitrile. 3-[7-(2-Propoxy-3,5-diisopropylphenyl)-benzo[b]furan-2-yl]-but-2... The reactants are NC1=C(C=C(C[C@@H](NC(=O)OC(C)(C)C)C(=O)N2CCC(CC2)N2CCCCC2)C=C1Br)Br (1-[4-amino-3,5-dibromo-N-[(1,1-dimethylethoxy)carbonyl]-D-phenylalanyl]-4-(1-piperidinyl)-piperidine), [BH4-].[Na+] (sodium borohydride), C(C)(=O)O (acetic acid), ice water. Solvent: O1CCOCC1 (dioxane), O1CCOCC1 (dioxane). Conditions: temperature 5 celsius. Yields the product NC1=C(C=C(C=C1Br)C[C@H](CN1CCC(CC1)N1CCCCC1)NC(=O)OC(C)(C)C)Br ((R)-1-[3-(4-amino-3,5-dibromophenyl)-2-[N-[(1,1-dimethylethoxy)carbonyl]amino]propyl]-4-(1-piperidinyl)-piperidine). Reaction SMILES: [NH2:1][C:2]1[C:31]([Br:32])=[CH:30][C:5]([CH2:6][C@H:7]([C:16]([N:18]2[CH2:23][CH2:22][CH:21]([N:24]3[CH2:29][CH2:28][CH2:27][CH2:26][CH2:25]3)[CH2:20][CH2:19]2)=O)[NH:8][C:9]([O:11][C:12]([CH3:15])([CH3:14])[CH3:13])=[O:10])=[CH:4][C:3]=1[Br:33].[BH4-].[Na+].C(O)(=O)C>O1CCOCC1>[NH2:1][C:2]1[C:31]([Br:32])=[CH:30][C:5]([CH2:6][C@@H:7]([NH:8][C:9]([O:11][C:12]([CH3:14])([CH3:13])[CH3:15])=[O:10])[CH2:16][N:18]2[CH2:19][CH2:20][CH:21]([N:24]3[CH2:25][CH2:26][CH2:27][CH2:28][CH2:29]3)[CH2:22][CH2:23]2)=[CH:4][C:3]=1[Br:33] |f:1.2|. Reported procedure: To a solution of 10 g (0.017 mol) of 1-[4-amino-3,5-dibromo-N-[(1,1-dimethylethoxy)carbonyl]-D-phenylalanyl]-4-(1-piperidinyl)-piperidine in 350 ml of dioxane were added 3.1 g (0.082 mol) of sodium borohydride and the reaction mixture was cooled to 5° C. Then a solution of 4.92 g (0.082 mol) of acetic acid in 100 ml of dioxane was added dropwise with stirring. The reaction mixture was stirred for a further hour at room temperature and for 3 hours at 85° C. Then ice water was added, the organic s... The reactants are CCOC(=O)c1ccc(NC(=O)c2ccc3c(c2)NCC3)cc1F, O=S(=O)(Cl)c1cccc(Cl)c1. Yields the product CCOC(=O)c1ccc(NC(=O)c2ccc3c(c2)N(S(=O)(=O)c2cccc(Cl)c2)CC3)cc1F. RXN SMILES: [CH2:1]([CH3:2])[O:3][C:4]([c:5]1[c:6]([F:23])[cH:7][c:8]([NH:11][C:12](=[O:13])[c:14]2[cH:15][cH:16][c:17]3[c:21]([cH:22]2)[NH:20][CH2:19][CH2:18]3)[cH:9][cH:10]1)=[O:24].[Cl:25][c:26]1[cH:27][c:28]([S:32](=[O:33])(=[O:34])[Cl:35])[cH:29][cH:30][cH:31]1>>[CH2:1]([CH3:2])[O:3][C:4]([c:5]1[c:6]([F:23])[cH:7][c:8]([NH:11][C:12](=[O:13])[c:14]2[cH:15][cH:16][c:17]3[c:21]([cH:22]2)[N:20]([S:32]([c:28]2[cH:27][c:26]([Cl:25])[cH:31][cH:30][cH:29]2)(=[O:33])=[O:34])[CH2:19][CH2:18]3)[cH:9][cH:10]1)=[O:24]. Reactants: ClC=1C=C2C(=C(C(NC2=CC1)=O)C1=CC(=NO1)C=O)C1=CC=CC=C1 (5-(6-chloro-2-oxo-4-phenyl-1,2-dihydro-quinolin-3-yl)-isoxazole-3-carboxaldehyde), N1(CCCC1)CCN (2-pyrrolidin-1-yl-ethylamine). Yields the product ClC=1C=C2C(=C(C(NC2=CC1)=O)C1=CC(=NO1)CNCCN1CCCC1)C1=CC=CC=C1 (6-Chloro-4-phenyl-3-{3-[(2-pyrrolidin-1-yl-ethylamino)-methyl]-isoxazol-5-yl}-1H-quinolin-2-one). Isolated yield 53.0%. As a reaction SMILES: [Cl:1][C:2]1[CH:3]=[C:4]2[C:9](=[CH:10][CH:11]=1)[NH:8][C:7](=[O:12])[C:6]([C:13]1[O:17][N:16]=[C:15]([CH:18]=O)[CH:14]=1)=[C:5]2[C:20]1[CH:25]=[CH:24][CH:23]=[CH:22][CH:21]=1.[N:26]1([CH2:31][CH2:32][NH2:33])[CH2:30][CH2:29][CH2:28][CH2:27]1>>[Cl:1][C:2]1[CH:3]=[C:4]2[C:9](=[CH:10][CH:11]=1)[NH:8][C:7](=[O:12])[C:6]([C:13]1[O:17][N:16]=[C:15]([CH2:18][NH:33][CH2:32][CH2:31][N:26]3[CH2:30][CH2:29][CH2:28][CH2:27]3)[CH:14]=1)=[C:5]2[C:20]1[CH:25]=[CH:24][CH:23]=[CH:22][CH:21]=1. Procedure details: From 5-(6-chloro-2-oxo-4-phenyl-1,2-dihydro-quinolin-3-yl)-isoxazole-3-carboxaldehyde and 2-pyrrolidin-1-yl-ethylamine according to procedure 24. Yield 53%. Starting materials: C(=C)[Sn](CCCC)(CCCC)CCCC (Vinyltributyltin), BrC1=C2C=CC(=NC2=CC=C1)NCC1=C(C=CC=C1)OC ((5-Bromo-quinolin-2-yl)-(2-methoxy-benzyl)-amine). The reagents and catalysts are C=1C=CC(=CC1)[P](C=2C=CC=CC2)(C=3C=CC=CC3)[Pd]([P](C=4C=CC=CC4)(C=5C=CC=CC5)C=6C=CC=CC6)([P](C=7C=CC=CC7)(C=8C=CC=CC8)C=9C=CC=CC9)[P](C=1C=CC=CC1)(C=1C=CC=CC1)C=1C=CC=CC1 (tetrakis(triphenylphosphine)palladium(0)). Run in C1(=CC=CC=C1)C (toluene). Product: COC1=C(CNC2=NC3=CC=CC(=C3C=C2)C=C)C=CC=C1 ((2-Methoxy-benzyl)-(5-vinyl-quinolin-2-yl)-amine), gum. Isolated yield 64.0%. Reaction SMILES: Br[C:2]1[CH:11]=[CH:10][CH:9]=[C:8]2[C:3]=1[CH:4]=[CH:5][C:6]([NH:12][CH2:13][C:14]1[CH:19]=[CH:18][CH:17]=[CH:16][C:15]=1[O:20][CH3:21])=[N:7]2.[CH:22]([Sn](CCCC)(CCCC)CCCC)=[CH2:23]>C1(C)C=CC=CC=1.C1C=CC([P]([Pd]([P](C2C=CC=CC=2)(C2C=CC=CC=2)C2C=CC=CC=2)([P](C2C=CC=CC=2)(C2C=CC=CC=2)C2C=CC=CC=2)[P](C2C=CC=CC=2)(C2C=CC=CC=2)C2C=CC=CC=2)(C2C=CC=CC=2)C2C=CC=CC=2)=CC=1>[CH3:21][O:20][C:15]1[CH:16]=[CH:17][CH:18]=[CH:19][C:14]=1[CH2:13][NH:12][C:6]1[CH:5]=[CH:4][C:3]2[C:8](=[CH:9][CH:10]=[CH:11][C:2]=2[CH:22]=[CH2:23])[N:7]=1 |^1:47,49,68,87|. Procedure: (5-Bromo-quinolin-2-yl)-(2-methoxy-benzyl)-amine (1000 mg, 2.92 mmol) was dissolved in 30 mL toluene. The reaction mixture was evacuated and backfilled with argon for three times to remove oxygen. Vinyltributyltin (952 mg, 3.00 mmol) and tetrakis(triphenylphosphine)palladium(0) (67 mg, 0.058 mmol) were added. The reaction mixture was refluxed overnight and evaporated. The residue was poured into 50 mL acetonitrile and extracted three times with heptane (50 mL each) to remove the tin products. Th... The reactants are C(#N)C=1C=CC(=C(C1)S(=O)[O-])[C@H]1N(C(N(C(=C1C#N)C)C1=CC(=CC=C1)C(F)(F)F)=O)C.[Na+] (sodium 5-cyano-2-{(4S)-5-cyano-3,6-dimethyl-2-oxo-1-[3-(trifluoromethyl)phenyl]-1,2,3,4-tetrahydropyrimidin-4-yl}benzenesulfinate), BrC1CCC1 (bromocyclobutane). Solvent: CN(C)C=O (DMF). Conditions: temperature 115 celsius. Yields the product C1(CCC1)S(=O)(=O)C1=C(C=CC(=C1)C#N)[C@H]1N(C(N(C(=C1C#N)C)C1=CC(=CC=C1)C(F)(F)F)=O)C ((4S)-4-[2-(Cyclobutylsulfonyl)-4-cyanophenyl]-3,6-dimethyl-2-oxo-1-[3-(trifluoromethyl)phenyl]-1,2,3,4-tetrahydropyrimidine-5-carbonitrile). As a reaction SMILES: [C:1]([C:3]1[CH:4]=[CH:5][C:6]([C@@H:12]2[C:17]([C:18]#[N:19])=[C:16]([CH3:20])[N:15]([C:21]3[CH:26]=[CH:25][CH:24]=[C:23]([C:27]([F:30])([F:29])[F:28])[CH:22]=3)[C:14](=[O:31])[N:13]2[CH3:32])=[C:7]([S:9]([O-:11])=[O:10])[CH:8]=1)#[N:2].[Na+].Br[CH:35]1[CH2:38][CH2:37][CH2:36]1>CN(C=O)C>[CH:35]1([S:9]([C:7]2[CH:8]=[C:3]([C:1]#[N:2])[CH:4]=[CH:5][C:6]=2[C@@H:12]2[C:17]([C:18]#[N:19])=[C:16]([CH3:20])[N:15]([C:21]3[CH:26]=[CH:25][CH:24]=[C:23]([C:27]([F:29])([F:30])[F:28])[CH:22]=3)[C:14](=[O:31])[N:13]2[CH3:32])(=[O:11])=[O:10])[CH2:38][CH2:37][CH2:36]1 |f:0.1|. Procedure details: Under argon, sodium 5-cyano-2-{(4S)-5-cyano-3,6-dimethyl-2-oxo-1-[3-(trifluoromethyl)phenyl]-1,2,3,4-tetrahydropyrimidin-4-yl}benzenesulfinate (150 mg, 65 μmol; purity about 21%) was suspended in a pressure-proof glass tube in DMF (1 ml). Molecular sieve (4 Å, 20 mg) and bromocyclobutane (100 μl, 1088 μmol, 16.7 eq.) were added. The sealed tube was heated at 115° C. for 15 h. The reaction mixture was then filtered, and the filtrate was concentrated under reduced pressure. The residue was purifie... Reactants: C, COc1ccc(C(=O)N2CCC(O)C2=O)cc1OCc1ccccc1, [H][H], C1CCOC1, [Pd]. Product: COc1ccc(C(=O)N2CCC(O)C2=O)cc1O. RXN SMILES: [C:33].[CH2:1]([c:2]1[cH:3][cH:4][cH:5][cH:6][cH:7]1)[O:8][c:9]1[cH:10][c:11]([C:12](=[O:13])[N:14]2[C:15](=[O:20])[CH:16]([OH:19])[CH2:17][CH2:18]2)[cH:21][cH:22][c:23]1[O:24][CH3:25].[H:26][H:27].[O:28]1[CH2:29][CH2:30][CH2:31][CH2:32]1.[Pd:34]>>[OH:8][c:9]1[cH:10][c:11]([C:12](=[O:13])[N:14]2[C:15](=[O:20])[CH:16]([OH:19])[CH2:17][CH2:18]2)[cH:21][cH:22][c:23]1[O:24][CH3:25].